This data is from the Open Reaction Database (ORD), a public repository of structured organic reaction records. The task is: describe an organic reaction: reactants, conditions, products, and yield Starting materials: NC1=C(C=CC(=C1)C(F)(F)F)SCC#N ((2-Amino-4-trifluoromethylphenylsulfanyl)acetonitrile), C(C)(=O)OC(C)=O (Acetic acid anhydride). Product: C(#N)CSC1=C(C=C(C=C1)C(F)(F)F)NC(C)=O (N-(2-Cyanomethylsulfanyl-5-trifluoromethylphenyl)acetamide). Reaction SMILES: [NH2:1][C:2]1[CH:7]=[C:6]([C:8]([F:11])([F:10])[F:9])[CH:5]=[CH:4][C:3]=1[S:12][CH2:13][C:14]#[N:15].[C:16](OC(=O)C)(=[O:18])[CH3:17]>>[C:14]([CH2:13][S:12][C:3]1[CH:4]=[CH:5][C:6]([C:8]([F:9])([F:10])[F:11])=[CH:7][C:2]=1[NH:1][C:16](=[O:18])[CH3:17])#[N:15]. Procedure: (2-Amino-4-trifluoromethylphenylsulfanyl)acetonitrile (0.66 g) was stirred on an ice bath at 0° C. Acetic acid anhydride (2.5 ml) was added, and the resulting solution was allowed to reach room temperature. After 1 h the mixture was concentrated in vacuo and the solid residue was triturated with petroleum ether (2×2 ml), filtered off and and dried to give the title compound as a white solid. Yield 0.75 g (96%), mp 103-103.3° C.; 1H-NMR(CDCl3) δ (ppm): 8.79 (br, 1H), 8.36 (br, 1H), 7.78 (d, 1H), ... Reactants: COC1=CC2=C(NC(=N2)C2CN(CCO2)CC2=CC=CC=C2)C=C1 (5-(methyloxy)-2-[4-(phenylmethyl)-2-morpholinyl]-1H-benzimidazole), Cl (hydrogen chloride), C(Cl)Cl (CH2Cl2). The reagents and catalysts are [Pd] (palladium on carbon). Run in CO (CH3OH). Conditions: temperature 25 celsius, time 3 hour. The product is COC1=CC2=C(NC(=N2)C2CNCCO2)C=C1 (5-(Methyloxy)-2-(2-morpholinyl)-1H-benzimidazole). Isolated yield 34.7%. RXN SMILES: [CH3:1][O:2][C:3]1[CH:24]=[CH:23][C:6]2[NH:7][C:8]([CH:10]3[O:15][CH2:14][CH2:13][N:12](CC4C=CC=CC=4)[CH2:11]3)=[N:9][C:5]=2[CH:4]=1.Cl.C(Cl)Cl>CO.[Pd]>[CH3:1][O:2][C:3]1[CH:24]=[CH:23][C:6]2[NH:7][C:8]([CH:10]3[O:15][CH2:14][CH2:13][NH:12][CH2:11]3)=[N:9][C:5]=2[CH:4]=1. Reported procedure: To a solution of 5-(methyloxy)-2-[4-(phenylmethyl)-2-morpholinyl]-1H-benzimidazole (2.0 g, 6.18 mmol), and hydrogen chloride (0.451 g, 12.37 mmol) in CH3OH (50 mL) stirred under nitrogen at room temperature was added palladium on carbon (0.066 g, 0.618 mmol). The reaction mixture was stirred under hydrogen at 25° C. for 3 hours. CH2Cl2 was added and the mixture was filtered. The filtrate was concentrated in vacuo. The crude product was added to a silica gel column and was eluted with 90:10 CH2Cl... Starting materials: O=C([O-])[O-], Cc1cc(C(=O)NCc2ccc(C(=N)N)cc2)c(C)n1-c1ccc(F)cc1, CCCCCCOC(=O)Cl, Cl, [K+], [K+], C1CCOC1, O. Yields the product CCCCCCOC(=O)N=C(N)c1ccc(CNC(=O)c2cc(C)n(-c3ccc(F)cc3)c2C)cc1. RXN SMILES: [C:29](=[O:30])([O-:31])[O-:32].[C:2]([NH2:3])(=[NH:4])[c:5]1[cH:6][cH:7][c:8]([CH2:11][NH:12][C:13](=[O:14])[c:15]2[c:16]([CH3:28])[n:17](-[c:21]3[cH:22][cH:23][c:24]([F:27])[cH:25][cH:26]3)[c:18]([CH3:20])[cH:19]2)[cH:9][cH:10]1.[Cl:35][C:36](=[O:37])[O:38][CH2:39][CH2:40][CH2:41][CH2:42][CH2:43][CH3:44].[ClH:1].[K+:33].[K+:34].[O:46]1[CH2:47][CH2:48][CH2:49][CH2:50]1.[OH2:45]>>[C:2](=[N:3][C:36](=[O:37])[O:38][CH2:39][CH2:40][CH2:41][CH2:42][CH2:43][CH3:44])([NH2:4])[c:5]1[cH:6][cH:7][c:8]([CH2:11][NH:12][C:13](=[O:14])[c:15]2[c:16]([CH3:28])[n:17](-[c:21]3[cH:22][cH:23][c:24]([F:27])[cH:25][cH:26]3)[c:18]([CH3:20])[cH:19]2)[cH:9][cH:10]1. The reactants are C(C)(C)(C)N1S\C(\C(=C1)C=O)=N/C(C1=C(C=CC(=C1)Cl)OC)=O (N-[(5Z)-2-tert-butyl-4-formylisothiazol-5(2H)-ylidene]-5-chloro-2-methoxybenzamide), C[Mg]Br (methylmagnesium bromide). Solvent: C1CCOC1 (THF). Reaction conditions: temperature -40 celsius, time 1.5 hour. The product is C(C)(C)(C)N1S\C(\C(=C1)C(C)O)=N/C(C1=C(C=CC(=C1)Cl)OC)=O (N-[(5Z)-2-tert-butyl-4-(1-hydroxyethyl)isothiazol-5(2H)-ylidene]-5-chloro-2-methoxybenzamide). Isolated yield 46.6%. As a reaction SMILES: [C:1]([N:5]1[CH:9]=[C:8]([CH:10]=[O:11])/[C:7](=[N:12]/[C:13](=[O:23])[C:14]2[CH:19]=[C:18]([Cl:20])[CH:17]=[CH:16][C:15]=2[O:21][CH3:22])/[S:6]1)([CH3:4])([CH3:3])[CH3:2].[CH3:24][Mg]Br>C1COCC1>[C:1]([N:5]1[CH:9]=[C:8]([CH:10]([OH:11])[CH3:24])/[C:7](=[N:12]/[C:13](=[O:23])[C:14]2[CH:19]=[C:18]([Cl:20])[CH:17]=[CH:16][C:15]=2[O:21][CH3:22])/[S:6]1)([CH3:4])([CH3:3])[CH3:2]. Procedure details: The product from Example 21A (450 mg, 1.28 mmol) in THF (20 mL) was treated dropwise with methylmagnesium bromide (0.85 mL, 2.55 mmol) at −40° C. The reaction was stirred at −40° C. for 1.5 hrs, quenched with saturated NH4Cl and the mixture was extracted with EtOAc (2×). The organics were combined, dried over MgSO4, filtered and concentrated. The residue was purified by column chromatography using an Analogix® Intelliflash280™ (SiO2, 10-80% ethyl acetate/hexane) to afford 220 mg (47%) of the tit... The reactants are C(C)(C)(C)OC(NC1=C(C=C(C=C1)C(F)(F)F)N)=O ((2-amino-4-trifluoromethyl-phenyl)-carbamic acid tert-butyl ester), C(C)(C)(C)OC(CC(=O)C1=CC(=CC=C1)C1=CC(=NC=C1CC)C)=O (3-[3-(5-ethyl-2-methyl-pyridin-4-yl)-phenyl]-3-oxo-propionic acid tert-butyl ester). Yields the product C(C)(C)(C)OC(NC1=C(C=C(C=C1)C(F)(F)F)NC(CC(=O)C1=CC(=CC=C1)C1=CC(=NC=C1CC)C)=O)=O ((2-{3-[3-(5-Ethyl-2-methyl-pyridin-4-yl)-phenyl]-3-oxo-propionylamino}-4-trifluoromethyl-phenyl)-carbamic acid tert-butyl ester), solid. Isolated yield 64.0%. As a reaction SMILES: [C:1]([O:5][C:6](=[O:19])[NH:7][C:8]1[CH:13]=[CH:12][C:11]([C:14]([F:17])([F:16])[F:15])=[CH:10][C:9]=1[NH2:18])([CH3:4])([CH3:3])[CH3:2].C([O:24][C:25](=O)[CH2:26][C:27]([C:29]1[CH:34]=[CH:33][CH:32]=[C:31]([C:35]2[C:40]([CH2:41][CH3:42])=[CH:39][N:38]=[C:37]([CH3:43])[CH:36]=2)[CH:30]=1)=[O:28])(C)(C)C>>[C:1]([O:5][C:6](=[O:19])[NH:7][C:8]1[CH:13]=[CH:12][C:11]([C:14]([F:17])([F:16])[F:15])=[CH:10][C:9]=1[NH:18][C:25](=[O:24])[CH2:26][C:27]([C:29]1[CH:34]=[CH:33][CH:32]=[C:31]([C:35]2[C:40]([CH2:41][CH3:42])=[CH:39][N:38]=[C:37]([CH3:43])[CH:36]=2)[CH:30]=1)=[O:28])([CH3:4])([CH3:2])[CH3:3]. Procedure details: The title compound was prepared from (2-amino-4-trifluoromethyl-phenyl)-carbamic acid tert-butyl ester (Example J3) (207 mg, 0.75 mmol) and 3-[3-(5-ethyl-2-methyl-pyridin-4-yl)-phenyl]-3-oxo-propionic acid tert-butyl ester (Example K19) (255 mg, 0.75 mmol) according to the general procedure M. Obtained as a light brown solid (260 mg, 64%). Reactants: ArH, NC1=NC(=C2N=CN(C2=N1)CCCN=[N+]=[N-])OCC1=CC=C(CNC(C(F)(F)F)=O)C=C1 (N-[4-(2-Amino-9-(3-azidopropyl)-purine-6-yloxymethyl)-benzyl]-2,2,2-trifluoro-acetamide), ArH, CN (methylamine). Run in CO (methanol). Run at temperature 50 celsius. The product is NC1=NC(=C2N=CN(C2=N1)CCCN=[N+]=[N-])OCC1=CC=C(CN)C=C1 (4-(2-Amino-9-(3-azidopropyl)-purin-6-yloxymethyl)-benzylamine). As a reaction SMILES: [NH2:1][C:2]1[N:10]=[C:9]2[C:5]([N:6]=[CH:7][N:8]2[CH2:11][CH2:12][CH2:13][N:14]=[N+:15]=[N-:16])=[C:4]([O:17][CH2:18][C:19]2[CH:32]=[CH:31][C:22]([CH2:23][NH:24]C(=O)C(F)(F)F)=[CH:21][CH:20]=2)[N:3]=1.CN>CO>[NH2:1][C:2]1[N:10]=[C:9]2[C:5]([N:6]=[CH:7][N:8]2[CH2:11][CH2:12][CH2:13][N:14]=[N+:15]=[N-:16])=[C:4]([O:17][CH2:18][C:19]2[CH:20]=[CH:21][C:22]([CH2:23][NH2:24])=[CH:31][CH:32]=2)[N:3]=1. Procedure: Azide 23 (Example 10, 50 mg, 0.11 mmol) is dissolved in 1 mL methanol, and 2 mL methylamine (33% in ethanol) are added. The reaction mixture is stirred at 50° C. over night and all volatiles are removed in vacuo. The product is purified by flash column chromatography (CH2Cl2/MeOH 10:1) to yield 33.5 mg. 1H-NMR (400 MHz, DMSO-d6): δ=7.85 (s, 1H, H-8), 7.41, (d, J=8.1, 2H, ArH), 7.35 (d, J=8.1, 2H, ArH), 6.44 (s br, 2H, NH2), 5.44 (s, 2H, OCH2), 4.05 (t, J=, 2H, CH2), 3.72 (s, 2H, CH2), 3.35 (t, J...